This data is from the Open Reaction Database (ORD), a public repository of structured organic reaction records. The task is: describe an organic reaction: reactants, conditions, products, and yield The reactants are COC(=O)C=1C=C(C=C2C1C=CO2)O (6-hydroxy-benzofuran-4-carboxylic acid methyl ester), C(C)(=O)O (acetic acid). Reagents/catalysts: [Pd] (Pd on carbon). The solvent is CCOC(=O)C (EtOAc). Conditions: time 8 hour. The product is COC(=O)C=1C=C(C=C2C1CCO2)O (6-Hydroxy-2,3-dihydrobenzofuran-4-carboxylic acid methyl ester). RXN SMILES: [CH3:1][O:2][C:3]([C:5]1[CH:6]=[C:7]([OH:14])[CH:8]=[C:9]2[O:13][CH:12]=[CH:11][C:10]=12)=[O:4].C(O)(=O)C>CCOC(C)=O.[Pd]>[CH3:1][O:2][C:3]([C:5]1[CH:6]=[C:7]([OH:14])[CH:8]=[C:9]2[O:13][CH2:12][CH2:11][C:10]=12)=[O:4]. Procedure details: To a solution of 6-hydroxy-benzofuran-4-carboxylic acid methyl ester (6d) (354 mg, 1.82 mmol) in EtOAc was added acetic acid (1 mL) and Pd on carbon (40 mg). The reaction mixture was stirred under hydrogen gas balloon overnight. The mixture was filtered through Celite and concentrated to give a pale yellow solid which was used without further purification. LCMS and NMR showed it was a mixture of 6-hydroxy-benzofuran-4-carboxylic acid methyl ester and 6-hydroxy-2,3-dihydro-benzofuran-4-carboxylic... Reactants: COC1=CC(=C(CN2N=CC3=CC(=CC=C23)\C=C/2\C(NC(S2)=O)=O)C=C1)C(F)(F)F ((5Z)-5-({1-[4-methoxy-2-(trifluoromethyl)benzyl]-1H-indazol-5-yl}methylidene)-2,4-dioxo-1,3-thiazolidine), Cl.CN(CCCCl)C (3-dimethylamino-1-propyl chloride hydrochloride). Product: CN(CCCN1C(S\C(\C1=O)=C/C=1C=C2C=NN(C2=CC1)CC1=C(C=C(C=C1)OC)C(F)(F)F)=O)C ((5Z)-3-[3-(Dimethylamino)propyl]-5-[(1-{[4-(methyloxy)-2-(trifluoromethyl)phenyl]methyl}-1H-indazol-5-yl)methylidene]-1,3-thiazolidine-2,4-dione). As a reaction SMILES: [CH3:1][O:2][C:3]1[CH:26]=[CH:25][C:6]([CH2:7][N:8]2[C:16]3[C:11](=[CH:12][C:13](/[CH:17]=[C:18]4/[C:19](=[O:24])[NH:20][C:21](=[O:23])[S:22]/4)=[CH:14][CH:15]=3)[CH:10]=[N:9]2)=[C:5]([C:27]([F:30])([F:29])[F:28])[CH:4]=1.Cl.[CH3:32][N:33]([CH3:38])[CH2:34][CH2:35][CH2:36]Cl>>[CH3:32][N:33]([CH3:38])[CH2:34][CH2:35][CH2:36][N:20]1[C:19](=[O:24])/[C:18](=[CH:17]/[C:13]2[CH:12]=[C:11]3[C:16](=[CH:15][CH:14]=2)[N:8]([CH2:7][C:6]2[CH:25]=[CH:26][C:3]([O:2][CH3:1])=[CH:4][C:5]=2[C:27]([F:30])([F:29])[F:28])[N:9]=[CH:10]3)/[S:22][C:21]1=[O:23] |f:1.2|. Procedure: (5Z)-3-[3-(Dimethylamino)propyl]-5-[(1-{[4-(methyloxy)-2-(trifluoromethyl)phenyl]methyl}-1H-indazol-5-yl)methylidene]-1,3-thiazolidine-2,4-dione was prepared from [(5Z)-5-({1-[4-methoxy-2-(trifluoromethyl)benzyl]-1H-indazol-5-yl}methylidene)-2,4-dioxo-1,3-thiazolidine (from Example 8) and 3-dimethylamino-1-propyl chloride hydrochloride following General Procedure H.